From a dataset of the Open Reaction Database (ORD), a public repository of structured organic reaction records. describe an organic reaction: reactants, conditions, products, and yield Reactants: ClCCNC1=NNC=C1 (N-(2-chloroethyl)-1H-pyrazol-3-amine), CNC (dimethylamine). The solvent is CO (MeOH). Run at temperature 100 celsius. Yields the product CN(CCNC1=NNC=C1)C (N1,N1-dimethyl-N2-(1H-pyrazol-3-yl)ethane-1,2-diamine). Reaction SMILES: Cl[CH2:2][CH2:3][NH:4][C:5]1[CH:9]=[CH:8][NH:7][N:6]=1.[CH3:10][NH:11][CH3:12]>CO>[CH3:10][N:11]([CH3:12])[CH2:2][CH2:3][NH:4][C:5]1[CH:9]=[CH:8][NH:7][N:6]=1. Reported procedure: In a sealable flask, the N-(2-chloroethyl)-1H-pyrazol-3-amine (0.214 g, 1.47 mmol) were combined with 1.5 mL of dimethylamine (40% in H2O). The mixture flask was sealed, and the mixture was heated to 100° C. for 16 h. The mixture was cooled to rt, and transferred to a rb flask with MeOH. The solvent was removed under reduced pressure to give the N1,N1-dimethyl-N2-(1H-pyrazol-3-yl)ethane-1,2-diamine in quantitative yield. LCMS: m/e 155.3 (M+H)+, ret time 0.96 min (method 3). Reactants: Cl (Hydrochloric acid), COC=1C=C(C=O)C=C(C1OC)OC (3,4,5-Trimethoxybenzaldehyde), C(CCC=C)[Mg]Br (4-pentenylmagnesium bromide), solution. The solvent is O1CCCC1 (tetrahydrofuran), O1CCCC1 (tetrahydrofuran). Reaction conditions: time 30 minute. Product: OC(CCCC=C)C1=CC(=C(C(=C1)OC)OC)OC (1-hydroxy-1-(3,4,5-trimethoxyphenyl)-5-hexene). Reaction SMILES: [CH3:1][O:2][C:3]1[CH:4]=[C:5]([CH:8]=[C:9]([O:13][CH3:14])[C:10]=1[O:11][CH3:12])[CH:6]=[O:7].[CH2:15]([Mg]Br)[CH2:16][CH2:17][CH:18]=[CH2:19].Cl>O1CCCC1>[OH:7][CH:6]([C:5]1[CH:8]=[C:9]([O:13][CH3:14])[C:10]([O:11][CH3:12])=[C:3]([O:2][CH3:1])[CH:4]=1)[CH2:19][CH2:18][CH2:17][CH:16]=[CH2:15]. Procedure: 3,4,5-Trimethoxybenzaldehyde (25.48 g) was dissolved in tetrahydrofuran (50 ml), and 4-pentenylmagnesium bromide (a 1M solution in tetrahydrofuran, 200 ml) was added thereto, followed by stirring at room temperature for 30 minutes. 1N Hydrochloric acid was added to the reaction solution and the mixture was extracted with ethyl acetate. The organic layer was washed with a saturated saline, dried over anhydrous magnesium sulfate, and concentrated under reduced pressure to give 1-hydroxy-1-(3,4,5-t... The reactants are CC1=C(C=C(C(=O)N)C=C1)C1=CC2=C(N=C(N=C2)SC)N(C1=O)C (4-Methyl-3-(8-methyl-2-methylsulfanyl-7-oxo-7,8-dihydro-pyrido[2,3-d]pyrimidin-6-yl)-benzamide). Solvent: O=S(Cl)Cl (SOCl2), O=S(Cl)Cl (SOCl2). Conditions: temperature 75 celsius. Yields the product CC1=C(C=C(C#N)C=C1)C1=CC2=C(N=C(N=C2)SC)N(C1=O)C (4-methyl-3-(8-methyl-2-methylsulfanyl-7-oxo-7,8-dihydro-pyrido[2,3-d]pyrimidin-6-yl)-benzonitrile). RXN SMILES: [CH3:1][C:2]1[CH:10]=[CH:9][C:5]([C:6]([NH2:8])=O)=[CH:4][C:3]=1[C:11]1[C:22](=[O:23])[N:21]([CH3:24])[C:14]2[N:15]=[C:16]([S:19][CH3:20])[N:17]=[CH:18][C:13]=2[CH:12]=1>O=S(Cl)Cl>[CH3:1][C:2]1[CH:10]=[CH:9][C:5]([C:6]#[N:8])=[CH:4][C:3]=1[C:11]1[C:22](=[O:23])[N:21]([CH3:24])[C:14]2[N:15]=[C:16]([S:19][CH3:20])[N:17]=[CH:18][C:13]=2[CH:12]=1. Procedure: 4-Methyl-3-(8-methyl-2-methylsulfanyl-7-oxo-7,8-dihydro-pyrido[2,3-d]pyrimidin-6-yl)-benzamide (24 mg) was stirred in 3 g of SOCl2 for 100 hours at room temperature. Additional SOCl2 (4.5 g) was then added, and the reaction mixture was heated to 75° C. for 30 minutes. The reaction mixture was concentrated under reduced pressure, and the residue was eluted with 5% MeOH in methylene chloride via preparative TLC plate to give 4-methyl-3-(8-methyl-2-methylsulfanyl-7-oxo-7,8-dihydro-pyrido[2,3-d]pyri... Reactants: OC(C[C@@]1(CCN(C(O1)=O)[C@@H](C)C1=CC=C(C=C1)B1OC(C(O1)(C)C)(C)C)C1=CC=CC=C1)(C)C ((S)-6-(2-hydroxy-2-methylpropyl)-6-phenyl-3-((S)-1-(4-(4,4,5,5-tetramethyl-1,3,2-dioxaborol-an-2-yl)phenyl)ethyl)-1,3-oxazinan-2-one), ClC1=C(N=NC(=C1)Cl)C (4,6-dichloro-3-methylpyridazine). Yields the product ClC1=CC(=C(N=N1)C)C1=CC=C(C=C1)[C@H](C)N1C(O[C@](CC1)(C1=CC=CC=C1)CC(C)(C)O)=O ((S)-3-((S)-1-(4-(6-chloro-3-methylpyridazin-4-yl)phenyl)ethyl)-6-(2-hydroxy-2-methylpropyl)-6-phenyl-1,3-oxazinan-2-one). RXN SMILES: [OH:1][C:2]([CH3:35])([CH3:34])[CH2:3][C@@:4]1([C:28]2[CH:33]=[CH:32][CH:31]=[CH:30][CH:29]=2)[O:9][C:8](=[O:10])[N:7]([C@H:11]([C:13]2[CH:18]=[CH:17][C:16](B3OC(C)(C)C(C)(C)O3)=[CH:15][CH:14]=2)[CH3:12])[CH2:6][CH2:5]1.Cl[C:37]1[CH:42]=[C:41]([Cl:43])[N:40]=[N:39][C:38]=1[CH3:44]>>[Cl:43][C:41]1[N:40]=[N:39][C:38]([CH3:44])=[C:37]([C:16]2[CH:15]=[CH:14][C:13]([C@@H:11]([N:7]3[CH2:6][CH2:5][C@:4]([CH2:3][C:2]([OH:1])([CH3:35])[CH3:34])([C:28]4[CH:33]=[CH:32][CH:31]=[CH:30][CH:29]=4)[O:9][C:8]3=[O:10])[CH3:12])=[CH:18][CH:17]=2)[CH:42]=1. Procedure details: The isomeric title compounds were prepared by reaction of (S)-6-(2-hydroxy-2-methylpropyl)-6-phenyl-3-((S)-1-(4-(4,4,5,5-tetramethyl-1,3,2-dioxaborol-an-2-yl)phenyl)ethyl)-1,3-oxazinan-2-one and 4,6-dichloro-3-methylpyridazine following a procedure analogous to that described in Example 14. The reactants are solution, Cl (HCl), N[C@@]1([C@@H](CC2=CC=CC=C12)O)C(=O)N.C(C)(C)(C)OC(=O)N[C@H]([C@@H]([C@H](C(=O)O)NCC1=CC=C(C=C1)OC)O)CC1=CC=CC=C1 (4(S)-tert-butoxycarbonylamino-3(S)-hydroxy-2(R)-(4-methoxybenzyl-amino)-5-phenyl-pentanoic acid 1(S)-amino-2(R)-hydroxyindan-amide), compound. Run in C(C)OCC (diethylether), ClCCl (dichloromethane), CO (methanol). Conditions: time 3 hour. Product: N[C@@]1([C@@H](CC2=CC=CC=C12)O)C(=O)N.N[C@H]([C@@H]([C@H](C(=O)O)NCC1=CC=C(C=C1)OC)O)CC1=CC=CC=C1 (4(S)-Amino-3(S)-hydroxy-2(R)-(4-methoxybenzylamino)-5-phenyl-pentanoic acid 1(S)-amino-2(R)-hydroxyindan-amide). Reaction SMILES: [NH2:1][C@@:2]1([C:12]([NH2:14])=[O:13])[C:10]2[C:5](=[CH:6][CH:7]=[CH:8][CH:9]=2)[CH2:4][C@H:3]1[OH:11].C(OC([NH:22][C@@H:23]([CH2:40][C:41]1[CH:46]=[CH:45][CH:44]=[CH:43][CH:42]=1)[C@H:24]([OH:39])[C@@H:25]([NH:29][CH2:30][C:31]1[CH:36]=[CH:35][C:34]([O:37][CH3:38])=[CH:33][CH:32]=1)[C:26]([OH:28])=[O:27])=O)(C)(C)C.Cl>ClCCl.CO.C(OCC)C>[NH2:1][C@@:2]1([C:12]([NH2:14])=[O:13])[C:10]2[C:5](=[CH:6][CH:7]=[CH:8][CH:9]=2)[CH2:4][C@H:3]1[OH:11].[NH2:22][C@@H:23]([CH2:40][C:41]1[CH:46]=[CH:45][CH:44]=[CH:43][CH:42]=1)[C@H:24]([OH:39])[C@@H:25]([NH:29][CH2:30][C:31]1[CH:36]=[CH:35][C:34]([O:37][CH3:38])=[CH:33][CH:32]=1)[C:26]([OH:28])=[O:27] |f:0.1,6.7|. Procedure: 6 g of 4(S)-tert-butoxycarbonylamino-3(S)-hydroxy-2(R)-(4-methoxybenzyl-amino)-5-phenyl-pentanoic acid 1(S)-amino-2(R)-hydroxyindan-amide (compound of Example 1) are dissolved in a mixture of 20 ml of dichloromethane and 4 ml of methanol. 300 ml of a 3 N solution of HCl in diethylether are added and the mixture is stirred for 3 hours at room temperature. The white precipitate is filtered off, washed with diethylether and dried in vacuo. The title compound is obtained in dihydrochloride salt form... The reactants are CN1C(CC[C@@]2(C3=C(CC[C@@H]12)C=C(C=C3)S)C)=O ((+)-(4aR)-(10bR)-4-methyl-8-mercapto-10b-methyl-1,2,3,4,4a, 5,6,10b-octahydrobenzo[f]quinolin-3-one), C([O-])([O-])=O.[K+].[K+] (potassium carbonate), ClC1=NC2=CC=CC=C2C(=C1C1=CC=CC=C1)C1=CC=C(C=C1)OC (2-chloro-3-phenyl-4-(4-methoxyphenyl)quinoline), CN(C=O)C (dimethylformamide). The solvent is C(C)(=O)OCC (ethyl acetate). Product: CN1C(CC[C@@]2(C3=C(CC[C@@H]12)C=C(C=C3)SC3=NC1=CC=CC=C1C(=C3C3=CC=CC=C3)C3=CC=C(C=C3)OC)C)=O ((+)-(4aR)-(10bR)-4-methyl-8-[3-phenyl-4-(4-methoxyphenyl)-2-quinolinylthio]-10b-methyl-1,2,3,4,4a,5,6,10b-octahydro-benzo[f]quinolin-3-one). The yield is 42.7%. As a reaction SMILES: [CH3:1][N:2]1[C@H:11]2[C@@:6]([CH3:17])([C:7]3[CH:15]=[CH:14][C:13]([SH:16])=[CH:12][C:8]=3[CH2:9][CH2:10]2)[CH2:5][CH2:4][C:3]1=[O:18].C(=O)([O-])[O-].[K+].[K+].Cl[C:26]1[C:35]([C:36]2[CH:41]=[CH:40][CH:39]=[CH:38][CH:37]=2)=[C:34]([C:42]2[CH:47]=[CH:46][C:45]([O:48][CH3:49])=[CH:44][CH:43]=2)[C:33]2[C:28](=[CH:29][CH:30]=[CH:31][CH:32]=2)[N:27]=1.CN(C)C=O>C(OCC)(=O)C>[CH3:1][N:2]1[C@H:11]2[C@@:6]([CH3:17])([C:7]3[CH:15]=[CH:14][C:13]([S:16][C:26]4[C:35]([C:36]5[CH:41]=[CH:40][CH:39]=[CH:38][CH:37]=5)=[C:34]([C:42]5[CH:43]=[CH:44][C:45]([O:48][CH3:49])=[CH:46][CH:47]=5)[C:33]5[C:28](=[CH:29][CH:30]=[CH:31][CH:32]=5)[N:27]=4)=[CH:12][C:8]=3[CH2:9][CH2:10]2)[CH2:5][CH2:4][C:3]1=[O:18] |f:1.2.3|. Procedure details: A 15 mL round bottom flask was charged with (+)-(4aR)-(10bR)-4-methyl-8-mercapto-10b-methyl-1,2,3,4,4a, 5,6,10b-octahydrobenzo[f]quinolin-3-one (60 mg, 0.23 mmol), potassium carbonate (158 mg, 1.14 mmol), 2-chloro-3-phenyl-4-(4-methoxyphenyl)quinoline (95 mg, 0.27 mmol) and 1 mL of anhydrous dimethylformamide, fitted with a reflux condenser, and the stirred mixture was heated at 60°, under nitrogen, for 18h. The mixture was cooled, diluted with ethyl acetate (75 mL) and washed with brine (2×25 m...